Dataset: the Open Reaction Database (ORD), a public repository of structured organic reaction records. Task: describe an organic reaction: reactants, conditions, products, and yield The reactants are CCOCC, COc1ccccc1N, CC(=O)CC(=O)C(F)(F)F. The product is COc1ccccc1N=C(C)CC(=O)C(F)(F)F. As a reaction SMILES: [CH2:20]([O:21][CH2:22][CH3:23])[CH3:24].[CH3:1][O:2][c:3]1[c:4]([NH2:5])[cH:6][cH:7][cH:8][cH:9]1.[F:10][C:11]([C:12]([CH2:13][C:14]([CH3:15])=[O:16])=[O:17])([F:18])[F:19]>>[CH3:1][O:2][c:3]1[c:4]([N:5]=[C:14]([CH2:13][C:12]([C:11]([F:10])([F:18])[F:19])=[O:17])[CH3:15])[cH:6][cH:7][cH:8][cH:9]1. Reactants: CS(=O)(=O)c1cccc(C(=O)O)c1, CO, CCN(C(C)C)C(C)C, ClCCl, Cl, Cl, OC1CCN(C2CCNCC2)CC1. Yields the product CS(=O)(=O)c1cccc(C(=O)N2CCC(N3CCC(O)CC3)CC2)c1. RXN SMILES: [CH3:1][S:2](=[O:3])(=[O:4])[c:5]1[cH:6][c:7]([C:8](=[O:9])[OH:10])[cH:11][cH:12][cH:13]1.[CH3:38][OH:39].[CH:29]([N:30]([CH2:31][CH3:32])[CH:33]([CH3:34])[CH3:35])([CH3:36])[CH3:37].[Cl:40][CH2:41][Cl:42].[ClH:14].[ClH:15].[N:16]1([CH:23]2[CH2:24][CH2:25][NH:26][CH2:27][CH2:28]2)[CH2:17][CH2:18][CH:19]([OH:22])[CH2:20][CH2:21]1>>[CH3:1][S:2](=[O:3])(=[O:4])[c:5]1[cH:6][c:7]([C:8](=[O:10])[N:26]2[CH2:25][CH2:24][CH:23]([N:16]3[CH2:17][CH2:18][CH:19]([OH:22])[CH2:20][CH2:21]3)[CH2:28][CH2:27]2)[cH:11][cH:12][cH:13]1.